From a dataset of the Open Reaction Database (ORD), a public repository of structured organic reaction records. describe an organic reaction: reactants, conditions, products, and yield The reactants are N(=O)[O-].[Na+] (sodium nitrite), COCCCCC(CC(=O)OC)=O (methyl 7-methoxy-3-oxoheptanoate). The solvent is O (water), C(C)(=O)O (acetic acid). Conditions: time 3 hour. The product is ON=C(C(=O)OC)C(CCCCOC)=O (methyl 2-(hydroxyimino)-7-methoxy-3-oxoheptanoate). Isolated yield 102.4%. RXN SMILES: [N:1]([O-:3])=O.[Na+].[CH3:5][O:6][CH2:7][CH2:8][CH2:9][CH2:10][C:11](=[O:17])[CH2:12][C:13]([O:15][CH3:16])=[O:14]>C(O)(=O)C.O>[OH:3][N:1]=[C:12]([C:11](=[O:17])[CH2:10][CH2:9][CH2:8][CH2:7][O:6][CH3:5])[C:13]([O:15][CH3:16])=[O:14] |f:0.1|. Reported procedure: To an aqueous solution (20 ml) of sodium nitrite (2.20 g) was added dropwise a solution of methyl 7-methoxy-3-oxoheptanoate (5.00 g) obtained in Reference Example 359 in acetic acid (5 ml) under ice-cooling, and the reaction mixture was stirred at room temperature for 3 hr. The reaction mixture was diluted with water, and the mixture was extracted with ethyl acetate. The extract was washed with saturated brine, and dried over anhydrous magnesium sulfate. The solvent was evaporated under reduced ... The reactants are ClCCl, C=CCC(F)(F)C(=O)NN1CCN(C(=O)OC(C)(C)C)CC1, O=C(O)C(F)(F)F. Yields the product C=CCC(F)(F)C(=O)NN1CCNCC1. Reaction SMILES: [Cl:30][CH2:31][Cl:32].[F:1][C:2]([C:3](=[O:4])[NH:5][N:6]1[CH2:7][CH2:8][N:9]([C:12]([O:13][C:14]([CH3:15])([CH3:16])[CH3:17])=[O:18])[CH2:10][CH2:11]1)([CH2:19][CH:20]=[CH2:21])[F:22].[OH:23][C:24]([C:25]([F:26])([F:27])[F:28])=[O:29]>>[F:1][C:2]([C:3](=[O:4])[NH:5][N:6]1[CH2:7][CH2:8][NH:9][CH2:10][CH2:11]1)([CH2:19][CH:20]=[CH2:21])[F:22]. Reactants: CCCCC1(CN(C=O)OCc2ccccc2)NC(=O)N(Cc2ccccc2)C1=O, CO, [H][H]. The product is CCCCC1(CN(O)C=O)NC(=O)N(Cc2ccccc2)C1=O. As a reaction SMILES: [CH2:1]([c:2]1[cH:3][cH:4][cH:5][cH:6][cH:7]1)[N:8]1[C:9](=[O:30])[NH:10][C:11]([CH2:14][CH2:15][CH2:16][CH3:17])([CH2:18][N:19]([CH:20]=[O:21])[O:22][CH2:23][c:24]2[cH:25][cH:26][cH:27][cH:28][cH:29]2)[C:12]1=[O:13].[CH3:33][OH:34].[H:31][H:32]>>[CH2:1]([c:2]1[cH:3][cH:4][cH:5][cH:6][cH:7]1)[N:8]1[C:9](=[O:30])[NH:10][C:11]([CH2:14][CH2:15][CH2:16][CH3:17])([CH2:18][N:19]([CH:20]=[O:21])[OH:22])[C:12]1=[O:13]. Reactants: CC(=O)OC(C)=O, CCOC(C)=O, Nc1ccc2c(-c3ccncc3)c(-c3ccc(F)cc3)[nH]c2n1. Product: CC(=O)Nc1ccc2c(-c3ccncc3)c(-c3ccc(F)cc3)[nH]c2n1. As a reaction SMILES: [CH3:24][C:25](=[O:26])[O:27][C:28](=[O:29])[CH3:30].[CH3:31][CH2:32][O:33][C:34](=[O:35])[CH3:36].[NH2:1][c:2]1[cH:3][cH:4][c:5]2[c:6](-[c:18]3[cH:19][cH:20][n:21][cH:22][cH:23]3)[c:7](-[c:11]3[cH:12][cH:13][c:14]([F:17])[cH:15][cH:16]3)[nH:8][c:9]2[n:10]1>>[NH:1]([c:2]1[cH:3][cH:4][c:5]2[c:6](-[c:18]3[cH:19][cH:20][n:21][cH:22][cH:23]3)[c:7](-[c:11]3[cH:12][cH:13][c:14]([F:17])[cH:15][cH:16]3)[nH:8][c:9]2[n:10]1)[C:25]([CH3:24])=[O:26]. The reactants are FC(C(=O)O)(F)F (Trifluoroacetic acid), FC=1C=C(C=C(C1[N+](=O)[O-])F)CC(=O)OC(C)(C)C (tert-butyl (3,5-difluoro-4-nitrophenyl)acetate). Run in C(Cl)Cl (DCM). Conditions: time 3 hour. Yields the product heptanes, FC=1C=C(C=C(C1[N+](=O)[O-])F)CC(=O)O (2—(3,5-Difluoro-4-nitrophenyl)acetic acid). Yield: 80.5%. RXN SMILES: FC(F)(F)C(O)=O.[F:8][C:9]1[CH:10]=[C:11]([CH2:19][C:20]([O:22]C(C)(C)C)=[O:21])[CH:12]=[C:13]([F:18])[C:14]=1[N+:15]([O-:17])=[O:16]>C(Cl)Cl>[F:8][C:9]1[CH:10]=[C:11]([CH2:19][C:20]([OH:22])=[O:21])[CH:12]=[C:13]([F:18])[C:14]=1[N+:15]([O-:17])=[O:16]. Procedure details: Trifluoroacetic acid (150 mL) was added dropwise over 20 minutes to a cold (0° C.) solution of tert-butyl (3,5-difluoro-4-nitrophenyl)acetate (83.33 g, 305 mmol) in DCM (300 mL). On completion of the addition, the reaction mixture was allowed to warm to room temperature and stirred for 3 hours. The reaction mixture was concentrated under reduced pressure to leave a sticky brown solid. Trituration with heptanes afforded the title compound as a yellow solid (53.29 g, 67% yield over two steps). The product is C[Si](C)(C)CCOCN1C(=O)C2(Cc3cc(N)cnc3C2)c2cccnc21. Starting materials: CO, [H][H], C[Si](C)(C)CCOCN1C(=O)C2(Cc3cc([N+](=O)[O-])cnc3C2)c2cccnc21. As a reaction SMILES: [CH3:32][OH:33].[H:30][H:31].[N+:1]([O-:2])(=[O:3])[c:4]1[cH:5][c:6]2[c:7]([n:8][cH:9]1)[CH2:10][C:11]1([CH2:12]2)[C:13](=[O:29])[N:14]([CH2:21][O:22][CH2:23][CH2:24][Si:25]([CH3:26])([CH3:27])[CH3:28])[c:15]2[n:16][cH:17][cH:18][cH:19][c:20]21>>[NH2:1][c:4]1[cH:5][c:6]2[c:7]([n:8][cH:9]1)[CH2:10][C:11]1([CH2:12]2)[C:13](=[O:29])[N:14]([CH2:21][O:22][CH2:23][CH2:24][Si:25]([CH3:26])([CH3:27])[CH3:28])[c:15]2[n:16][cH:17][cH:18][cH:19][c:20]21.